From a dataset of the Open Reaction Database (ORD), a public repository of structured organic reaction records. describe an organic reaction: reactants, conditions, products, and yield The reactants are OC1=C(C=C(C=C1OC)C1=NC=C(C=C1)N(CCN(C)C=1C=CC(=NC1)C1=CC(=C(C(=C1)OC)O)OC)C)OC (N,N′-bis[2-(4-hydroxy-3,5-dimethoxyphenyl)-5-pyridyl]-N,N′-dimethylethylenediamine), CS(=O)(=O)O (methanesulfonic acid). Solvent: CO (methanol), N1=CC=CC=C1 (pyridine). Conditions: time 12 hour. The product is CS(=O)(=O)O.CS(=O)(=O)O.C(CCC)(=O)OC1=C(C=C(C=C1OC)C1=NC=C(C=C1)N(CCN(C)C=1C=CC(=NC1)C1=CC(=C(C(=C1)OC)OC(CCC)=O)OC)C)OC (N,N′-Bis[2-(4-butyryloxy-3,5-dimethoxyphenyl)-5-pyridyl]-N,N′-dimethylethylenediamine dimethanesulfonate). The yield is 118.0%. Reaction SMILES: [OH:1][C:2]1[C:7]([O:8][CH3:9])=[CH:6][C:5]([C:10]2[CH:15]=[CH:14][C:13]([N:16]([CH3:38])[CH2:17][CH2:18][N:19]([C:21]3[CH:22]=[CH:23][C:24]([C:27]4[CH:32]=[C:31]([O:33][CH3:34])[C:30]([OH:35])=[C:29]([O:36][CH3:37])[CH:28]=4)=[N:25][CH:26]=3)[CH3:20])=[CH:12][N:11]=2)=[CH:4][C:3]=1[O:39][CH3:40].[CH3:41][S:42]([OH:45])(=[O:44])=[O:43]>N1C=CC=CC=1.CO>[CH3:41][S:42]([OH:45])(=[O:44])=[O:43].[CH3:41][S:42]([OH:45])(=[O:44])=[O:43].[C:2]([O:1][C:2]1[C:7]([O:8][CH3:9])=[CH:6][C:5]([C:10]2[CH:15]=[CH:14][C:13]([N:16]([CH3:38])[CH2:17][CH2:18][N:19]([C:21]3[CH:22]=[CH:23][C:24]([C:27]4[CH:28]=[C:29]([O:36][CH3:37])[C:30]([O:35][C:31](=[O:33])[CH2:30][CH2:29][CH3:28])=[C:31]([O:33][CH3:34])[CH:32]=4)=[N:25][CH:26]=3)[CH3:20])=[CH:12][N:11]=2)=[CH:4][C:3]=1[O:39][CH3:40])(=[O:1])[CH2:3][CH2:4][CH3:5] |f:4.5.6|. Procedure details: To a solution of N,N′-bis[2-(4-hydroxy-3,5-dimethoxyphenyl)-5-pyridyl]-N,N′-dimethylethylenediamine (74.0 mg, 0.135 mmol) synthesized as described in Example 14 in pyridine(1.5 mL)wasaddedbutyricanhydride(101.mg,0.640 mmol). After stirring at room temperature for 12 hours, the reaction mixture was concentrated under reduced pressure. Saturated aqueous sodium hydrogen carbonate was added to the residue, and the mixture was extracted with chloroform. The organic layer was washed with brine, dried ...